describe an organic reaction: reactants, conditions, products, and yield From a dataset of the Open Reaction Database (ORD), a public repository of structured organic reaction records. Starting materials: CC(C)(C)OC(=O)Cn1ccc2ccc(O)cc21, O=C([O-])[O-], Cc1nc(-c2ccc(C(F)(F)F)c(F)c2F)sc1CCl, [Cs+], [Cs+], [I-], [K+]. The product is Cc1nc(-c2ccc(C(F)(F)F)c(F)c2F)sc1COc1ccc2ccn(CC(=O)OC(C)(C)C)c2c1. RXN SMILES: [C:1]([CH3:2])([CH3:3])([CH3:4])[O:5][C:6]([CH2:7][n:8]1[cH:9][cH:10][c:11]2[cH:12][cH:13][c:14]([OH:17])[cH:15][c:16]12)=[O:18].[C:39](=[O:40])([O-:41])[O-:42].[Cl:19][CH2:20][c:21]1[c:22]([CH3:38])[n:23][c:24](-[c:26]2[c:27]([F:37])[c:28]([F:36])[c:29]([C:32]([F:33])([F:34])[F:35])[cH:30][cH:31]2)[s:25]1.[Cs+:43].[Cs+:44].[I-:46].[K+:45]>>[C:1]([CH3:2])([CH3:3])([CH3:4])[O:5][C:6]([CH2:7][n:8]1[cH:9][cH:10][c:11]2[cH:12][cH:13][c:14]([O:17][CH2:20][c:21]3[c:22]([CH3:38])[n:23][c:24](-[c:26]4[c:27]([F:37])[c:28]([F:36])[c:29]([C:32]([F:33])([F:34])[F:35])[cH:30][cH:31]4)[s:25]3)[cH:15][c:16]12)=[O:18]. Reactants: O1CCC2=C1C=CC(=C2)C2=NN=C(O2)S (5-(2,3-dihydro-1-benzofuran-5-yl)-1,3,4-oxadiazole-2-thiol), BrCC1=CC=C(C(=O)OC)C=C1 (methyl 4-(bromomethyl)benzoate). Yields the product O1CCC2=C1C=CC(=C2)C2=NN=C(O2)SCC2=CC=C(C(=O)OC)C=C2 (methyl 4-[[[5-(2,3-dihydro-1-benzofuran-5-yl)-1,3,4-oxadiazol-2-yl]thio]methyl]benzoate). Yield: 36.0%. As a reaction SMILES: [O:1]1[C:5]2[CH:6]=[CH:7][C:8]([C:10]3[O:14][C:13]([SH:15])=[N:12][N:11]=3)=[CH:9][C:4]=2[CH2:3][CH2:2]1.Br[CH2:17][C:18]1[CH:27]=[CH:26][C:21]([C:22]([O:24][CH3:25])=[O:23])=[CH:20][CH:19]=1>>[O:1]1[C:5]2[CH:6]=[CH:7][C:8]([C:10]3[O:14][C:13]([S:15][CH2:17][C:18]4[CH:27]=[CH:26][C:21]([C:22]([O:24][CH3:25])=[O:23])=[CH:20][CH:19]=4)=[N:12][N:11]=3)=[CH:9][C:4]=2[CH2:3][CH2:2]1. Procedure: In the same manner as in Example 1 and using 5-(2,3-dihydro-1-benzofuran-5-yl)-1,3,4-oxadiazole-2-thiol instead of 5-(benzothiazol-6-yl)-1,3,4-oxadiazole-2-thiol and methyl 4-(bromomethyl)benzoate instead of 3-(trifluoromethyl)benzyl chloride, the title compound (yield 36%) was obtained as colorless crystals. Starting materials: 26C, C(C)OC(C(C)(C)OC1=C(C=CC(=C1)O)C)=O (2-(5-hydroxy-2-methyl-phenoxy)-2-methyl-propionic acid ethyl ester), CC1=NC(=CC=C1CO)C1=CC=C(C=C1)C(F)(F)F ([2-methyl-6-(4-trifluoromethyl-phenyl)-pyridin-3-yl]-methanol), C1(=CC=CC=C1)P(C1=CC=CC=C1)C1=CC=CC=C1 (triphenylphosphine), N(=NC(=O)OC(C)(C)C)C(=O)OC(C)(C)C (di-tert.-butyl azodicarboxylate). The product is C(C)OC(C(C)(OC1=C(C=CC(=C1)OCC=1C(=NC(=CC1)C1=CC=C(C=C1)C(F)(F)F)C)C)C)=O (2-methyl-2-{2-methyl-5-[2-methyl-6-(4-trifluoromethyl-phenyl)-pyridin-3-ylmethoxy]-phenoxy}-propionic acid ethyl ester). RXN SMILES: [CH2:1]([O:3][C:4](=[O:17])[C:5]([O:8][C:9]1[CH:14]=[C:13]([OH:15])[CH:12]=[CH:11][C:10]=1[CH3:16])([CH3:7])[CH3:6])[CH3:2].[CH3:18][C:19]1[C:24]([CH2:25]O)=[CH:23][CH:22]=[C:21]([C:27]2[CH:32]=[CH:31][C:30]([C:33]([F:36])([F:35])[F:34])=[CH:29][CH:28]=2)[N:20]=1.C1(P(C2C=CC=CC=2)C2C=CC=CC=2)C=CC=CC=1.N(C(OC(C)(C)C)=O)=NC(OC(C)(C)C)=O>>[CH2:1]([O:3][C:4](=[O:17])[C:5]([CH3:6])([O:8][C:9]1[CH:14]=[C:13]([O:15][CH2:25][C:24]2[C:19]([CH3:18])=[N:20][C:21]([C:27]3[CH:28]=[CH:29][C:30]([C:33]([F:36])([F:34])[F:35])=[CH:31][CH:32]=3)=[CH:22][CH:23]=2)[CH:12]=[CH:11][C:10]=1[CH3:16])[CH3:7])[CH3:2]. Procedure: In analogy to the procedures described in examples 70B] and 26C], 2-(5-hydroxy-2-methyl-phenoxy)-2-methyl-propionic acid ethyl ester (example 70A]) was reacted with [2-methyl-6-(4-trifluoromethyl-phenyl)-pyridin-3-yl]-methanol (example 1M]) in the presence of triphenylphosphine and di-tert.-butyl azodicarboxylate to give 2-methyl-2-{2-methyl-5-[2-methyl-6-(4-trifluoromethyl-phenyl)-pyridin-3-ylmethoxy]-phenoxy}-propionic acid ethyl ester which was subsequently saponified to yield the title compo...